This data is from the Open Reaction Database (ORD), a public repository of structured organic reaction records. The task is: describe an organic reaction: reactants, conditions, products, and yield Starting materials: CCCCCNC(=O)Oc1ccccc1, CN(C)C=O, [H-], [Na+], Nc1cc(Oc2ccc3[nH]ccc3c2)ccn1. Product: CCCCCNC(=O)n1ccc2cc(Oc3ccnc(N)c3)ccc21. As a reaction SMILES: [CH2:20]([CH2:21][CH2:22][CH2:23][CH3:24])[NH:25][C:26]([O:27][c:29]1[cH:30][cH:31][cH:32][cH:33][cH:34]1)=[O:28].[CH3:35][N:36]([CH3:37])[CH:38]=[O:39].[H-:18].[Na+:19].[nH:1]1[cH:2][cH:3][c:4]2[cH:5][c:6]([O:10][c:11]3[cH:12][c:13]([NH2:17])[n:14][cH:15][cH:16]3)[cH:7][cH:8][c:9]12>>[n:1]1([C:26]([NH:25][CH2:20][CH2:21][CH2:22][CH2:23][CH3:24])=[O:27])[cH:2][cH:3][c:4]2[cH:5][c:6]([O:10][c:11]3[cH:12][c:13]([NH2:17])[n:14][cH:15][cH:16]3)[cH:7][cH:8][c:9]12.